Dataset: the Open Reaction Database (ORD), a public repository of structured organic reaction records. Task: describe an organic reaction: reactants, conditions, products, and yield As a reaction SMILES: [Br:1][c:2]1[c:3]2[c:7]([cH:8][cH:9][cH:10]1)[C:6](=[O:11])[CH2:5][CH2:4]2.[C:12]([CH3:13])([CH3:14])([CH3:15])[c:16]1[cH:17][cH:18][c:19]([B:22]([OH:23])[OH:24])[cH:20][cH:21]1.[CH3:45][CH2:46][OH:47].[CH3:48][c:49]1[cH:50][cH:51][cH:52][cH:53][cH:54]1.[Na+:25].[Na+:26].[O-:27][C:28](=[O:29])[O-:30].[O-:37][C:38]([CH3:39])=[O:40].[O-:41][C:42]([CH3:43])=[O:44].[OH2:35].[OH:31][CH2:32][CH2:33][OH:34].[Pd+2:36]>>[c:2]1(-[c:19]2[cH:18][cH:17][c:16]([C:12]([CH3:13])([CH3:14])[CH3:15])[cH:21][cH:20]2)[c:3]2[c:7]([cH:8][cH:9][cH:10]1)[C:6](=[O:11])[CH2:5][CH2:4]2. Product: CC(C)(C)c1ccc(-c2cccc3c2CCC3=O)cc1. Starting materials: O=C1CCc2c(Br)cccc21, CC(C)(C)c1ccc(B(O)O)cc1, CCO, Cc1ccccc1, [Na+], [Na+], O=C([O-])[O-], CC(=O)[O-], CC(=O)[O-], O, OCCO, [Pd+2]. Reactants: O=C1CCC(=O)N1Cl, CC(C)(C)C(=O)Oc1ccc(N)c(F)c1, Fc1ccccc1. Product: CC(C)(C)C(=O)Oc1cc(F)c(N)c(Cl)c1. Reaction SMILES: [Cl:16][N:17]1[C:18](=[O:19])[CH2:20][CH2:21][C:22]1=[O:23].[F:1][c:2]1[c:3]([NH2:4])[cH:5][cH:6][c:7]([O:9][C:10]([C:11]([CH3:12])([CH3:13])[CH3:14])=[O:15])[cH:8]1.[F:24][c:25]1[cH:26][cH:27][cH:28][cH:29][cH:30]1>>[F:1][c:2]1[c:3]([NH2:4])[c:5]([Cl:16])[cH:6][c:7]([O:9][C:10]([C:11]([CH3:12])([CH3:13])[CH3:14])=[O:15])[cH:8]1. Procedure details: 30 g of benzyl bromide are added dropwise to a mixture of 25 g of ethyl isonipecotate and 25 g of K2CO3 in 125 ml of DMF, while maintaining the temperature of the reaction mixture between 25 and 30° C., and the resulting mixture is then stirred at RT for 1 hour. The reaction mixture is poured onto 1 litre of ice-cold water and extracted twice with ether, the organic phase is washed with water and dried over MgSO4, and the solvent is evaporated off under vacuum. The resulting oil obtained is dist... Reactants: ice, C(C1=CC=CC=C1)Br (benzyl bromide), N1CCC(C(=O)OCC)CC1 (ethyl isonipecotate), C(=O)([O-])[O-].[K+].[K+] (K2CO3). The yield is 74.2%. Run in CN(C)C=O (DMF). Conditions: time 1 hour. Reaction SMILES: [CH2:1](Br)[C:2]1[CH:7]=[CH:6][CH:5]=[CH:4][CH:3]=1.[NH:9]1[CH2:19][CH2:18][CH:12]([C:13]([O:15][CH2:16][CH3:17])=[O:14])[CH2:11][CH2:10]1.C([O-])([O-])=O.[K+].[K+]>CN(C=O)C>[CH2:1]([N:9]1[CH2:19][CH2:18][CH:12]([C:13]([O:15][CH2:16][CH3:17])=[O:14])[CH2:11][CH2:10]1)[C:2]1[CH:7]=[CH:6][CH:5]=[CH:4][CH:3]=1 |f:2.3.4|. Product: C(C1=CC=CC=C1)N1CCC(CC1)C(=O)OCC (Ethyl 1-benzyl-4-piperidinecarboxylate). The reactants are CCCCCCCCCCCCCCCCNc1ccc(C(=O)OCC)o1, CCO, [Na+], [OH-]. Yields the product CCCCCCCCCCCCCCCCNc1ccc(C(=O)O)o1. Reaction SMILES: [CH2:1]([CH2:2][CH2:3][CH2:4][CH2:5][CH2:6][CH2:7][CH2:8][CH2:9][CH2:10][CH2:11][CH2:12][CH2:13][CH2:14][CH2:15][CH3:16])[NH:17][c:18]1[cH:19][cH:20][c:21]([C:23](=[O:24])[O:25][CH2:26][CH3:27])[o:22]1.[CH3:30][CH2:31][OH:32].[Na+:29].[OH-:28]>>[CH2:1]([CH2:2][CH2:3][CH2:4][CH2:5][CH2:6][CH2:7][CH2:8][CH2:9][CH2:10][CH2:11][CH2:12][CH2:13][CH2:14][CH2:15][CH3:16])[NH:17][c:18]1[cH:19][cH:20][c:21]([C:23](=[O:24])[OH:25])[o:22]1. Starting materials: COc1ccc([N+](=O)[O-])nc1Br, C=C[Sn](CCCC)(CCCC)CCCC, Cc1ccccc1, [Cl-]. Yields the product C=Cc1nc([N+](=O)[O-])ccc1OC. Reaction SMILES: [Br:1][c:2]1[n:3][c:4]([N+:10](=[O:11])[O-:12])[cH:5][cH:6][c:7]1[O:8][CH3:9].[CH2:13]([CH2:14][CH2:26][CH3:27])[Sn:15]([CH2:16][CH2:17][CH2:18][CH3:19])([CH2:20][CH2:21][CH2:22][CH3:23])[CH:24]=[CH2:25].[CH3:29][c:30]1[cH:31][cH:32][cH:33][cH:34][cH:35]1.[Cl-:28]>>[c:2]1([CH:13]=[CH2:14])[n:3][c:4]([N+:10](=[O:11])[O-:12])[cH:5][cH:6][c:7]1[O:8][CH3:9].